Dataset: the Open Reaction Database (ORD), a public repository of structured organic reaction records. Task: describe an organic reaction: reactants, conditions, products, and yield Starting materials: N1[C@@H](CO)CCC1 (D-Prolinol), S(C)(=O)(=O)OCCC1=CC=C(C=C1)N1CCCC1 (4-pyrrolidinophenethyl mesylate), C([O-])([O-])=O.[Na+].[Na+] (sodium carbonate). The solvent is C(C)#N (acetonitrile). Run at temperature 90 celsius. Yields the product OC[C@@H]1N(CCC1)CCC1=CC=C(C=C1)N1CCCC1 ((R)-2-hydroxymethyl-1-(4-pyrrolidinophenethyl)pyrrolidine). As a reaction SMILES: [NH:1]1[CH2:7][CH2:6][CH2:5][C@@H:2]1[CH2:3][OH:4].S(O[CH2:13][CH2:14][C:15]1[CH:20]=[CH:19][C:18]([N:21]2[CH2:25][CH2:24][CH2:23][CH2:22]2)=[CH:17][CH:16]=1)(=O)(=O)C.C(=O)([O-])[O-].[Na+].[Na+]>C(#N)C>[OH:4][CH2:3][C@H:2]1[CH2:5][CH2:6][CH2:7][N:1]1[CH2:13][CH2:14][C:15]1[CH:20]=[CH:19][C:18]([N:21]2[CH2:25][CH2:24][CH2:23][CH2:22]2)=[CH:17][CH:16]=1 |f:2.3.4|. Procedure: D-Prolinol (2.72 g, 25.0 mmol), 4-pyrrolidinophenethyl mesylate (6.06 g, 22.5 mmol) and sodium carbonate (3.45 g, 25.0 mmol) were added to acetonitrile (150 ml), and they were heated at 90° C. under reflux for 3.5 hours. The reaction mixture was cooled to room temperature and then filtered. The filtrate was concentrated to dryness under reduced pressure, and the residue was distributed into ethyl acetate and saturated aqueous sodium hydrogencarbonate solution. 1 M hydrochloric acid was added to ... Starting materials: C1CCOC1, COc1ccc(CO)cc1OC, COC(=O)CCC(C(N)=O)N1Cc2c(O)cccc2C1=O, CC(C)OC(=O)N=NC(=O)OC(C)C. The product is COC(=O)CCC(C(N)=O)N1Cc2c(OCc3ccc(OC)c(OC)c3)cccc2C1=O. As a reaction SMILES: [CH2:48]1[O:49][CH2:50][CH2:51][CH2:52]1.[CH3:36][O:37][c:38]1[cH:39][c:40]([CH2:41][OH:42])[cH:43][cH:44][c:45]1[O:46][CH3:47].[NH2:15][C:16]([CH:17]([CH2:18][CH2:19][C:20](=[O:21])[O:22][CH3:23])[N:24]1[C:25](=[O:34])[c:26]2[cH:27][cH:28][cH:29][c:30]([OH:33])[c:31]2[CH2:32]1)=[O:35].[O:1]=[C:2]([O:3][CH:4]([CH3:5])[CH3:6])[N:7]=[N:8][C:9]([O:10][CH:11]([CH3:12])[CH3:13])=[O:14]>>[NH2:15][C:16]([CH:17]([CH2:18][CH2:19][C:20](=[O:21])[O:22][CH3:23])[N:24]1[C:25](=[O:34])[c:26]2[cH:27][cH:28][cH:29][c:30]([O:33][CH2:41][c:40]3[cH:39][c:38]([O:37][CH3:36])[c:45]([O:46][CH3:47])[cH:44][cH:43]3)[c:31]2[CH2:32]1)=[O:35]. Starting materials: C([O-])([O-])=O.[Na+].[Na+] (sodium carbonate), ClC1=CC(=NC(=N1)N)NC1=CC=C(C=C1)C (6-chloro-N*4*-p-tolyl-pyrimidine-2,4-diamine), ClC=1C=CC(=C(C1)B(O)O)OC (5-chloro-2-methoxy-phenyl boronic acid), C1(=CC=CC=C1)P(C1=CC=CC=C1)C1=CC=CC=C1 (triphenylphosphine). The reagents and catalysts are C(C)(=O)[O-].[Pd+2].C(C)(=O)[O-] (palladium (II) acetate). The solvent is C(OC)COC (glyme), O (water). Conditions: temperature 92.5 celsius, time 18 hour. Yields the product ClC=1C=CC(=C(C1)C1=CC(=NC(=N1)N)NC1=CC=C(C=C1)C)OC (6-(5-Chloro-2-methoxy-phenyl)-N*4*-p-tolyl-pyrimidine-2,4-diamine). Isolated yield 85.8%. As a reaction SMILES: Cl[C:2]1[N:7]=[C:6]([NH2:8])[N:5]=[C:4]([NH:9][C:10]2[CH:15]=[CH:14][C:13]([CH3:16])=[CH:12][CH:11]=2)[CH:3]=1.[Cl:17][C:18]1[CH:19]=[CH:20][C:21]([O:27][CH3:28])=[C:22](B(O)O)[CH:23]=1.C1(P(C2C=CC=CC=2)C2C=CC=CC=2)C=CC=CC=1.C(=O)([O-])[O-].[Na+].[Na+]>O.C([O-])(=O)C.[Pd+2].C([O-])(=O)C.C(COC)OC>[Cl:17][C:18]1[CH:23]=[CH:22][C:21]([O:27][CH3:28])=[C:20]([C:2]2[N:7]=[C:6]([NH2:8])[N:5]=[C:4]([NH:9][C:10]3[CH:15]=[CH:14][C:13]([CH3:16])=[CH:12][CH:11]=3)[CH:3]=2)[CH:19]=1 |f:3.4.5,7.8.9|. Procedure: To a mixture of 6-chloro-N*4*-p-tolyl-pyrimidine-2,4-diamine (2.8 g, 11.9 mmol), 5-chloro-2-methoxy-phenyl boronic acid (3.96 g, 21.5 mmol), palladium (II) acetate (0.2 g, 0.9 mmol) and triphenylphosphine (0.47 g, 1.8 mmol) was added a solution of sodium carbonate (6.36 g, 60 mmol) in water (20 ml) followed by glyme (100 ml). The mixture was stirred under an argon atmosphere at 90-95° C. for 18 hours. Filtration and concentration of the filtrate yielded a residue which was purified by flash chro... Reactants: C(C)(C)(C)[Si](OCCCN1C=C(C2=CC=CC=C12)C1=CC=2C(=NC=CN2)N1)(C)C (6-{1-[3-(tert-butyl-dimethyl-silanyloxy)-propyl]-1H-indol-3-yl}-5H-pyrrolo[2,3-b]pyrazine), [F-].C(CCC)[N+](CCCC)(CCCC)CCCC (tetrabutylammonium fluoride). Solvent: O1CCCC1 (tetrahydrofuran), O1CCCC1 (tetrahydrofuran). Reaction conditions: time 4 hour. The product is N1=C2C(=NC=C1)NC(=C2)C2=CN(C1=CC=CC=C21)CCCO (3-[3-(5H-Pyrrolo[2,3-b]pyrazin-6-yl)-indol-1-yl]-propan-1-ol). The yield is 83.9%. As a reaction SMILES: C([Si](C)(C)[O:6][CH2:7][CH2:8][CH2:9][N:10]1[C:18]2[C:13](=[CH:14][CH:15]=[CH:16][CH:17]=2)[C:12]([C:19]2[NH:27][C:22]3=[N:23][CH:24]=[CH:25][N:26]=[C:21]3[CH:20]=2)=[CH:11]1)(C)(C)C.[F-].C([N+](CCCC)(CCCC)CCCC)CCC>O1CCCC1>[N:26]1[CH:25]=[CH:24][N:23]=[C:22]2[NH:27][C:19]([C:12]3[C:13]4[C:18](=[CH:17][CH:16]=[CH:15][CH:14]=4)[N:10]([CH2:9][CH2:8][CH2:7][OH:6])[CH:11]=3)=[CH:20][C:21]=12 |f:1.2|. Procedure: A solution of 6-{1-[3-(tert-butyl-dimethyl-silanyloxy)-propyl]-1H-indol-3-yl}-5H-pyrrolo[2,3-b]pyrazine [29 g, Reference Example 3(a)] in tetrahydrofuran (500 mL) under nitrogen was treated with a solution of tetrabutylammonium fluoride in tetrahydrofuran (144 mL, 1.0M). After stirring at ambient temperature for 4 hours the reaction mixture was concentrated in vacuo. The residue was treated with water to give a solid which was filtered then washed with water and then dried to give the title comp... The reactants are O=C1CCC(=O)N1Br, CC#N, ClCc1cn2cccc(Cl)c2n1. Reaction SMILES: [Br:13][N:14]1[C:15](=[O:16])[CH2:17][CH2:18][C:19]1=[O:20].[CH3:21][C:22]#[N:23].[Cl:1][c:2]1[c:3]2[n:4]([cH:5][cH:6][cH:7]1)[cH:8][c:9]([CH2:11][Cl:12])[n:10]2>>[Cl:1][c:2]1[c:3]2[n:4]([cH:5][cH:6][cH:7]1)[c:8]([Br:13])[c:9]([CH2:11][Cl:12])[n:10]2. Yields the product ClCc1nc2c(Cl)cccn2c1Br. The reactants are CC(C)(C)OC(=O)N(CCC(=O)[O-])C1CCC1, CCOC(C)=O, CCCCCCC. Yields the product CC(C)(C)OC(=O)N(CCCO)C1CCC1. Reaction SMILES: [C:1]([CH3:2])([CH3:3])([CH3:4])[O:5][C:6](=[O:7])[N:8]([CH2:9][CH2:10][C:11](=[O:12])[O-:13])[CH:14]1[CH2:15][CH2:16][CH2:17]1.[C:25]([O:26][CH2:27][CH3:28])(=[O:29])[CH3:30].[CH3:18][CH2:19][CH2:20][CH2:21][CH2:22][CH2:23][CH3:24]>>[C:1]([CH3:2])([CH3:3])([CH3:4])[O:5][C:6](=[O:7])[N:8]([CH2:9][CH2:10][CH2:11][OH:12])[CH:14]1[CH2:15][CH2:16][CH2:17]1. Reaction SMILES: [CH3:1][O:2][C:3](=[O:4])[c:5]1[n:6]([CH3:19])[c:7]2[cH:8][cH:9][c:10]([O:17][CH3:18])[c:11]([N+:14]([O-:15])=[O:16])[c:12]2[cH:13]1.[CH3:24][OH:25].[CH:20]([O-:21])=[O:22].[NH4+:23]>>[CH3:1][O:2][C:3](=[O:4])[c:5]1[n:6]([CH3:19])[c:7]2[cH:8][cH:9][c:10]([O:17][CH3:18])[c:11]([NH2:14])[c:12]2[cH:13]1. The reactants are COC(=O)c1cc2c([N+](=O)[O-])c(OC)ccc2n1C, CO, O=C[O-], [NH4+]. The product is COC(=O)c1cc2c(N)c(OC)ccc2n1C.